This data is from the Open Reaction Database (ORD), a public repository of structured organic reaction records. The task is: describe an organic reaction: reactants, conditions, products, and yield Reactants: ClC=1C(=NC=NC1Cl)N (5,6-dichloropyrimidin-4-amine), NC=1C=C(C=CC1)O (3-aminophenol), COC1=CC=C(CN2N=CC(=C2)B2OC(C(O2)(C)C)(C)C)C=C1 (1-(4-methoxybenzyl)-4-(4,4,5,5-tetramethyl-1,3,2-dioxaborolan-2-yl)-1H-pyrazole), C(C=C)(=O)Cl (acryloyl chloride). Yields the product NC1=C(C(=NC=N1)OC=1C=C(C=CC1)NC(C=C)=O)C=1C=NN(C1)CC1=CC=C(C=C1)OC (N-(3-((6-amino-5-(1-(4-methoxybenzyl)-1H-pyrazol-4-yl)pyrimidin-4-yl)oxy)phenyl)acrylamide). RXN SMILES: Cl[C:2]1[C:3]([NH2:9])=[N:4][CH:5]=[N:6][C:7]=1Cl.[NH2:10][C:11]1[CH:12]=[C:13]([OH:17])[CH:14]=[CH:15][CH:16]=1.[CH3:18][O:19][C:20]1[CH:40]=[CH:39][C:23]([CH2:24][N:25]2[CH:29]=[C:28](B3OC(C)(C)C(C)(C)O3)[CH:27]=[N:26]2)=[CH:22][CH:21]=1.[C:41](Cl)(=[O:44])[CH:42]=[CH2:43]>>[NH2:9][C:3]1[N:4]=[CH:5][N:6]=[C:7]([O:17][C:13]2[CH:12]=[C:11]([NH:10][C:41](=[O:44])[CH:42]=[CH2:43])[CH:16]=[CH:15][CH:14]=2)[C:2]=1[C:28]1[CH:27]=[N:26][N:25]([CH2:24][C:23]2[CH:22]=[CH:21][C:20]([O:19][CH3:18])=[CH:40][CH:39]=2)[CH:29]=1. Reported procedure: N-(3-((6-amino-5-(1-(4-methoxybenzyl)-1H-pyrazol-4-yl)pyrimidin-4-yl)oxy)phenyl)acrylamide was prepared from 5,6-dichloropyrimidin-4-amine, 3-aminophenol, 1-(4-methoxybenzyl)-4-(4,4,5,5-tetramethyl-1,3,2-dioxaborolan-2-yl)-1H-pyrazole, and acryloyl chloride using methods A, C, and F. HPLC purity: 99%. MS: m/z=443 [M+H]+. 1H-NMR (DMSO-d6) δ 10.21 (s, 1H), 8.08 (s, 1H), 8.01 (s, 1H), 7.70 (s, 1H), 7.50 (s, 1H), 7.41 (d, 1H), 7.33-7.26 (m, 3H), 6.90 (d, 2H), 6.83-6.58 (m, 2.5H), 6.40 (dd, 1H), 6.25... Reactants: O1CCCC1 (tetrahydrofuran), CC1=CC(=CC(=N1)C(=O)N)OCC(F)(F)F (6-methyl-4-(2,2,2-trifluoroethoxy)pyridine-2-carboxamide), oxime, C(=O)(N1C=NC=C1)N1C=NC=C1 (1,1′-carbonyldiimidazole), N12CCCCCC2=NCCC1 (1,8-diazabicyclo[5,4,0]undec-7-ene), O (water). Conditions: time 2 hour. Product: CC1=CC(=CC(=N1)C=1NOC(N1)=O)OCC(F)(F)F (3-[6-methyl-4-(2,2,2-trifluoroethoxy)pyridin-2-yl]-1,2,4-oxadiazol-5-one). As a reaction SMILES: [O:1]1[CH2:5]CCC1.[CH3:6][C:7]1[N:12]=[C:11]([C:13]([NH2:15])=O)[CH:10]=[C:9]([O:16][CH2:17][C:18]([F:21])([F:20])[F:19])[CH:8]=1.C(N1C=CN=C1)([N:24]1C=CN=C1)=O.N12CCCN=C1CCCCC2.[OH2:45]>>[CH3:6][C:7]1[N:12]=[C:11]([C:13]2[NH:24][O:45][C:5](=[O:1])[N:15]=2)[CH:10]=[C:9]([O:16][CH2:17][C:18]([F:21])([F:20])[F:19])[CH:8]=1. Reported procedure: To 5 ml of tetrahydrofuran were added 0.66 g of 6-methyl-4-(2,2,2-trifluoroethoxy)pyridine-2-carboxamide=oxime and 0.56 g of 1,1′-carbonyldiimidazole, and the mixture was stirred at room temperature for 2 hours. Thereafter, 0.52 g of 1,8-diazabicyclo[5,4,0]undec-7-ene was added at 10° C., and the mixture was stirred for 8 hours. To the reaction solution were added water and a 10% aqueous HCl solution, the resultant solution was extracted with ethyl acetate three times, and the organic layers wer... Starting materials: O=S(=O)(Cl)c1ccc(Br)cc1, O=C([O-])O, CCOCC, CCCCCC, ICI, [Na+], [Na+], [Na+], [Na], O, O=S([O-])[O-], O=[SH][O-]. Product: O=S(=O)(CI)c1ccc(Br)cc1. RXN SMILES: [Br:1][c:2]1[cH:3][cH:4][c:5]([S:8](=[O:9])(=[O:10])[Cl:11])[cH:6][cH:7]1.[C:18](=[O:19])([OH:20])[O-:21].[CH3:31][CH2:32][O:33][CH2:34][CH3:35].[CH3:36][CH2:37][CH2:38][CH2:39][CH2:40][CH3:41].[I:27][CH2:28][I:29].[Na+:16].[Na+:17].[Na+:22].[Na:23].[OH2:30].[S:12]([O-:13])([O-:14])=[O:15].[SH:24](=[O:25])[O-:26]>>[Br:1][c:2]1[cH:3][cH:4][c:5]([S:8](=[O:9])(=[O:10])[CH2:28][I:27])[cH:6][cH:7]1.